This data is from the Open Reaction Database (ORD), a public repository of structured organic reaction records. The task is: describe an organic reaction: reactants, conditions, products, and yield The reactants are BrC=1C=CC2=C(C(CS2)O)C1 (5-bromo-2,3-dihydro-1-benzothiophen-3-ol), O.C1(=CC=C(C=C1)S(=O)(=O)O)C (p-toluenesulfonic acid monohydrate). Solvent: CC(=O)C (acetone). The product is BrC=1C=CC2=C(C=CS2)C1 (5-bromo-1-benzothiophene). The yield is 96.9%. Reaction SMILES: [Br:1][C:2]1[CH:3]=[CH:4][C:5]2[S:9][CH2:8][CH:7](O)[C:6]=2[CH:11]=1.O.C1(C)C=CC(S(O)(=O)=O)=CC=1>CC(C)=O>[Br:1][C:2]1[CH:3]=[CH:4][C:5]2[S:9][CH:8]=[CH:7][C:6]=2[CH:11]=1 |f:1.2|. Procedure details: To acetone (600 mL) solution of 300 g of 5-bromo-2,3-dihydro-1-benzothiophen-3-ol was added 12.4 g of p-toluenesulfonic acid monohydrate, which was then refluxed for 2 hours. To the reaction solution was added 15.0 g of activated carbon, which was then stirred. Insoluble matter was filtered off and washed with 300 mL of acetone. The filtrate and washings were combined, to which was dropwise added 2700 mL of water at 5 to 15° C. The precipitate was collected by filtration to provide 268 g of 5-br... Product: Cl.C(C)N(CCNC(C1=CC(=C(C=C1)N)Cl)=O)CC (N-(2-diethylamino-ethyl)-4-amino-3-chlorobenzamide hydrochloride). The reactants are CCN(CC)CCNC(=O)C=1C=C(C(=CC1OC)N)Cl (metoclopramide), aryl carboxamides, CCN(CC)CCNC(=O)C1=CC(=C(C=C1)N)Cl (3-chloro-procainamide), C(C)N(CCC1=C(C(=O)N)C=CC=N1)CC (2-diethylamino-ethyl nicotinamide), solutions, CCN(CC)CCNC(=O)C=1C=CC(=CC1)N (procainamide), C(C1=CN=CC=C1)(=O)N (nicotinamide). Reported procedure: Reaction of aryl carboxamides with radiation. Aqueous 100 μM solutions of procainamide (4-amino-N-(2-diethylamino-ethyl)benzamide), 3-chloro-procainamide (N-(2-diethylamino-ethyl)-4-amino-3-chlorobenzamide), metoclopramide (4-amino-5-chloro-N-(2-diethylamino-ethyl)-2-methoxybenzamide), nicotinamide and N-(2-diethylamino-ethyl nicotinamide were given 1000 Gy of irradiation from 137cesium source (1.3 Gy/min., Scanditronix) at room temperature for 30 min. The various reaction mixtures were then vac... RXN SMILES: CCN(CCNC(C1C=CC(N)=CC=1)=O)CC.CCN(CCNC(C1C=CC(N)=C([Cl:35])C=1)=O)CC.[CH3:36][CH2:37][N:38]([CH2:41][CH2:42][NH:43][C:44]([C:46]1[CH:47]=[C:48]([Cl:55])[C:49]([NH2:54])=[CH:50][C:51]=1OC)=[O:45])[CH2:39][CH3:40].C(N)(=O)C1C=CC=NC=1.C(N(CC)CCC1N=CC=CC=1C(N)=O)C>>[ClH:35].[CH2:39]([N:38]([CH2:37][CH3:36])[CH2:41][CH2:42][NH:43][C:44](=[O:45])[C:46]1[CH:51]=[CH:50][C:49]([NH2:54])=[C:48]([Cl:55])[CH:47]=1)[CH3:40] |f:5.6|.